From a dataset of the Open Reaction Database (ORD), a public repository of structured organic reaction records. describe an organic reaction: reactants, conditions, products, and yield The reactants are CC1(OC[C@H](O1)CC1(CC1)S(=O)(=O)[O-])C.[Na+] (sodium (R)-1-((2,2-dimethyl-1,3-dioxolan-4-yl)methyl)cyclopropane-1-sulfonate), P(=O)(Cl)(Cl)Cl (phosphoryl trichloride). Run at time 30 minute. Product: CC1(OC[C@H](O1)CC1(CC1)S(=O)(=O)Cl)C ((R)-1-((2,2-Dimethyl-1,3-dioxolan-4-yl)methyl)cyclopropane-1-sulfonyl chloride). RXN SMILES: [CH3:1][C:2]1([CH3:15])[O:6][C@H:5]([CH2:7][C:8]2([S:11]([O-])(=[O:13])=[O:12])[CH2:10][CH2:9]2)[CH2:4][O:3]1.[Na+].P(Cl)(Cl)([Cl:19])=O>>[CH3:1][C:2]1([CH3:15])[O:6][C@H:5]([CH2:7][C:8]2([S:11]([Cl:19])(=[O:13])=[O:12])[CH2:10][CH2:9]2)[CH2:4][O:3]1 |f:0.1|. Procedure: A solution of sodium (R)-1-((2,2-dimethyl-1,3-dioxolan-4-yl)methyl)cyclopropane-1-sulfonate (1 eq) and phosphoryl trichloride (POCl3, 0.7 mL/mmol) is heated at 80° C. for 1 hour. The reaction mixture is cooled to room temperature, poured onto ice, stirred for 30 minutes and extracted with chloroform (2×). The combined organic extracts are dried (MgSO4) and concentrated under reduced pressure. Starting materials: COC=1C=C2C(=C(NC2=CC1Cl)C(=O)OC)C(=O)OC (dimethyl 5-methoxy-6-chloroindole-2,3-dicarboxylate), O.NN (hydrazine hydrate). Solvent: C(C)O (ethanol). Yields the product ClC=1C(=CC=2C3=C(NC2C1)C(N=NC3=O)=O)OC (7-Chloro-8-methoxypyridazino[4,5-b]indole-1,4-dione). Yield: 30.3%. Reaction SMILES: [CH3:1][O:2][C:3]1[CH:4]=[C:5]2[C:9](=[CH:10][C:11]=1[Cl:12])[NH:8][C:7]([C:13](OC)=[O:14])=[C:6]2[C:17]([O:19]C)=O.O.[NH2:22][NH2:23]>C(O)C>[Cl:12][C:11]1[C:3]([O:2][CH3:1])=[CH:4][C:5]2[C:6]3[C:17](=[O:19])[N:23]=[N:22][C:13](=[O:14])[C:7]=3[NH:8][C:9]=2[CH:10]=1 |f:1.2|. Reported procedure: To a solution of ethanol (15 ml) and dimethyl 5-methoxy-6-chloroindole-2,3-dicarboxylate (0.67 g, 2.30 mM), was added hydrazine hydrate (3.45 g, 0.69 mM). The resulting heterogeneous mixture was refluxed for 5 hr and then cooled to room temperature. The ethanol was removed under reduced pressure, acetic acid (15 ml) was added, and the resulting mixture refluxed for 2 hr. The reaction was cooled to room temperature, filtered, and dried. This afforded the titled compound as a white solid (0.18 g, ... Starting materials: ON=CC1=CC=C(OCC(=O)OC)C=C1 (methyl {4-[(hydroxyimino)methyl]phenoxy}acetate), C(C)(=O)O (acetic acid), N#N (N2). Reagents/catalysts: [Pd] (Pd/C). Solvent: CO (methanol). Reaction conditions: time 12 hour. The product is C(C)(=O)O.NCC1=CC=C(OCC(=O)OC)C=C1 (methyl [4-(aminomethyl)phenoxy]acetate, acetate salt). Yield: 162.3%. RXN SMILES: O[N:2]=[CH:3][C:4]1[CH:15]=[CH:14][C:7]([O:8][CH2:9][C:10]([O:12][CH3:13])=[O:11])=[CH:6][CH:5]=1.C(O)(=O)C.N#N>CO.[Pd]>[C:10]([OH:12])(=[O:11])[CH3:9].[NH2:2][CH2:3][C:4]1[CH:15]=[CH:14][C:7]([O:8][CH2:9][C:10]([O:12][CH3:13])=[O:11])=[CH:6][CH:5]=1 |f:5.6|. Reported procedure: To a solution of methyl {4-[(hydroxyimino)methyl]phenoxy}acetate (30 g, 0.14 mol) in methanol (650 mL) was added glacial acetic acid (6.8 g) and passed N2 for 30 min. To this was added Pd/C (10%, 3 g) and hydrogenated under 2 bars of pressure for 12 h. The reaction mixture was concentrated under vacuum. The crude product was treated with EtOAc (500 mL) and the white product filtered off The solid was dried under vacuum to give the title compound (29 g, 81%). Reactants: C(C)(C)N(C(C)C)CC (N,N-Diisopropylethylamine), ClCC=1CS[C@H]2N(C1C(=O)OC(C1=CC=CC=C1)C1=CC=CC=C1)C([C@H]2NC(CC2=CC=CC=C2)=O)=O (diphenylmethyl 3-chloromethyl-7β-phenylacetamidoceph-3-em-4-carboxylate), SC1=CC(OC1)=O (4-mercapto-2(5H)-furanone). Solvent: ClCCl (dichloromethane). Reaction conditions: time 2 hour. The product is O=C1OCC(=C1)SCC=1CS[C@H]2N(C1C(=O)OC(C1=CC=CC=C1)C1=CC=CC=C1)C([C@H]2NC(CC2=CC=CC=C2)=O)=O (Diphenylmethyl 3-(2,5-Dihydro-2-oxofuran-4-yl-thiomethyl) -7β-phenylacetamidoceph-3-em-4-carboxylate). Yield: 89.7%. RXN SMILES: C(N(CC)C(C)C)(C)C.Cl[CH2:11][C:12]1[CH2:13][S:14][C@@H:15]2[C@H:35]([NH:36][C:37](=[O:45])[CH2:38][C:39]3[CH:44]=[CH:43][CH:42]=[CH:41][CH:40]=3)[C:34](=[O:46])[N:16]2[C:17]=1[C:18]([O:20][CH:21]([C:28]1[CH:33]=[CH:32][CH:31]=[CH:30][CH:29]=1)[C:22]1[CH:27]=[CH:26][CH:25]=[CH:24][CH:23]=1)=[O:19].[SH:47][C:48]1[CH2:52][O:51][C:50](=[O:53])[CH:49]=1>ClCCl>[O:53]=[C:50]1[CH:49]=[C:48]([S:47][CH2:11][C:12]2[CH2:13][S:14][C@@H:15]3[C@H:35]([NH:36][C:37](=[O:45])[CH2:38][C:39]4[CH:44]=[CH:43][CH:42]=[CH:41][CH:40]=4)[C:34](=[O:46])[N:16]3[C:17]=2[C:18]([O:20][CH:21]([C:28]2[CH:33]=[CH:32][CH:31]=[CH:30][CH:29]=2)[C:22]2[CH:27]=[CH:26][CH:25]=[CH:24][CH:23]=2)=[O:19])[CH2:52][O:51]1. Procedure: N,N-Diisopropylethylamine (0.52 ml) was added to a stirred solution of diphenylmethyl 3-chloromethyl-7β-phenylacetamidoceph-3-em-4-carboxylate (1.59 g) and 4-mercapto-2(5H)-furanone (400 mg) in dichloromethane (30 ml). The mixture was stirred at room temperature for 2 hours and then washed successively with aqueous citric acid solution, water, sodium bicarbonate solution, water and brine. The solution was dried over magnesium sulphate and evaporated. The title compound (1.64 g) was isolated by c... The reactants are CCS(=O)(=O)N1CCC(c2c[nH]c3c(C(N)=O)cc(Br)cc23)CC1, O=C([O-])[O-], CC1CCCN1Cc1ccc(B(O)O)s1, [K+], [K+], C1COCCO1, O, c1ccc(P(c2ccccc2)(c2ccccc2)[Pd](P(c2ccccc2)(c2ccccc2)c2ccccc2)(P(c2ccccc2)(c2ccccc2)c2ccccc2)P(c2ccccc2)(c2ccccc2)c2ccccc2)cc1. Product: CCS(=O)(=O)N1CCC(c2c[nH]c3c(C(N)=O)cc(-c4ccc(CN5CCCC5C)s4)cc23)CC1. As a reaction SMILES: [Br:1][c:2]1[cH:3][c:4]2[c:5]([CH:14]3[CH2:15][CH2:16][N:17]([S:20](=[O:21])(=[O:22])[CH2:23][CH3:24])[CH2:18][CH2:19]3)[cH:6][nH:7][c:8]2[c:9]([C:11](=[O:12])[NH2:13])[cH:10]1.[C:40](=[O:41])([O-:42])[O-:43].[CH3:25][CH:26]1[N:27]([CH2:31][c:32]2[cH:33][cH:34][c:35]([B:37]([OH:38])[OH:39])[s:36]2)[CH2:28][CH2:29][CH2:30]1.[K+:44].[K+:45].[O:124]1[CH2:125][CH2:126][O:127][CH2:128][CH2:129]1.[OH2:46].[cH:47]1[cH:48][cH:49][c:50]([P:51]([Pd:52]([P:53]([c:54]2[cH:55][cH:56][cH:57][cH:58][cH:59]2)([c:60]2[cH:61][cH:62][cH:63][cH:64][cH:65]2)[c:66]2[cH:67][cH:68][cH:69][cH:70][cH:71]2)([P:72]([c:73]2[cH:74][cH:75][cH:76][cH:77][cH:78]2)([c:79]2[cH:80][cH:81][cH:82][cH:83][cH:84]2)[c:85]2[cH:86][cH:87][cH:88][cH:89][cH:90]2)[P:91]([c:92]2[cH:93][cH:94][cH:95][cH:96][cH:97]2)([c:98]2[cH:99][cH:100][cH:101][cH:102][cH:103]2)[c:104]2[cH:105][cH:106][cH:107][cH:108][cH:109]2)([c:110]2[cH:111][cH:112][cH:113][cH:114][cH:115]2)[c:116]2[cH:117][cH:118][cH:119][cH:120][cH:121]2)[cH:122][cH:123]1>>[c:2]1(-[c:35]2[cH:34][cH:33][c:32]([CH2:31][N:27]3[CH:26]([CH3:25])[CH2:30][CH2:29][CH2:28]3)[s:36]2)[cH:3][c:4]2[c:5]([CH:14]3[CH2:15][CH2:16][N:17]([S:20](=[O:21])(=[O:22])[CH2:23][CH3:24])[CH2:18][CH2:19]3)[cH:6][nH:7][c:8]2[c:9]([C:11](=[O:12])[NH2:13])[cH:10]1. The reactants are CCOC(C)=O, CCOC=O, Cl, COC(=O)C(CN)c1cccc(OC)c1. The product is COC(=O)C(CNC=O)c1cccc(OC)c1. Reaction SMILES: [CH3:22][CH2:23][O:24][C:25](=[O:26])[CH3:27].[CH:17](=[O:18])[O:19][CH2:20][CH3:21].[ClH:1].[NH2:2][CH2:3][CH:4]([C:5](=[O:6])[O:7][CH3:8])[c:9]1[cH:10][c:11]([O:15][CH3:16])[cH:12][cH:13][cH:14]1>>[NH:2]([CH2:3][CH:4]([C:5](=[O:6])[O:7][CH3:8])[c:9]1[cH:10][c:11]([O:15][CH3:16])[cH:12][cH:13][cH:14]1)[CH:17]=[O:18]. Starting materials: C(C1=CC=CC=C1)N(C)CCN1C=NC=C1 (1-[2-(N-Benzyl-N-methylamino) ethyl] imidazole), [H][H] (hydrogen). Reagents/catalysts: [OH-].[OH-].[Pd+2] (Pd(OH)2). The solvent is CO (methanol). The product is CNCCN1C=NC=C1 (1-[2-(Methylamino) ethyl] imidazole), oil. Reaction SMILES: [CH2:1]([N:8]([CH2:10][CH2:11][N:12]1[CH:16]=[CH:15][N:14]=[CH:13]1)C)C1C=CC=CC=1.[H][H]>CO.[OH-].[OH-].[Pd+2]>[CH3:1][NH:8][CH2:10][CH2:11][N:12]1[CH:16]=[CH:15][N:14]=[CH:13]1 |f:3.4.5|. Reported procedure: The title compound of Step 11 (5.70 g, 26.5 mmol) was reacted with Pd(OH)2 /C in methanol at 60° with 60 psi of hydrogen for 4 hours. Filtration through Celite gave the title compound as a clear, colorless oil (3.46 g). The proton spectrum was consistent with the proposed structure. Starting materials: polyamine, C(=O)(Cl)Cl (phosgene), NCCC[Si](O[Si](C)(C)C)(C)CCCN (bis(3-aminopropyl)tetramethyldisiloxane), ( 1 ), C(C)(=O)OCCCC (butyl acetate), ice, C(C)(=O)OCCCC (butyl acetate), C(=O)(Cl)Cl (phosgene), polyamine, C(=O)(Cl)Cl (phosgene), C(=O)(Cl)Cl (Phosgene). Reaction conditions: temperature 10 celsius, time 30 minute. The product is N(=C=O)CCC[Si](O[Si](C)(C)C)(C)CCCN=C=O (bis(3-isocyanatopropyl)tetramethyldisiloxane). As a reaction SMILES: [NH2:1][CH2:2][CH2:3][CH2:4][Si:5]([CH2:12][CH2:13][CH2:14][NH2:15])([CH3:11])[O:6][Si:7]([CH3:10])([CH3:9])[CH3:8].[C:16](Cl)(Cl)=[O:17].[C:20](OCCCC)(=[O:22])C>>[N:1]([CH2:2][CH2:3][CH2:4][Si:5]([CH2:12][CH2:13][CH2:14][N:15]=[C:16]=[O:17])([CH3:11])[O:6][Si:7]([CH3:10])([CH3:9])[CH3:8])=[C:20]=[O:22]. Procedure: Twenty parts of bis(3-aminopropyl)tetramethyldisiloxane obtained in Example 1, (1) was dissolved in 400 parts of butyl acetate. Thirty parts of butyl acetate was put in a flask equipped with a stirrer, a dropping funnel, a reflux condenser, a thermometer and a phosgene introducing tube, and cooled to 10° C. with an ice bath. Phosgene passed through the flask, and the polyamine solution prepared as above was added dropwise from the dropping funnel over the course of 30 minutes. After the addition...